Dataset: the Open Reaction Database (ORD), a public repository of structured organic reaction records. Task: describe an organic reaction: reactants, conditions, products, and yield The reactants are BrCCCCCCC(=O)O (7-bromoheptanoic acid), [N-]=[N+]=[N-].[Na+] (NaN3), BrCCCCCCC(=O)O (7-bromoheptanoic acid), CN(C)C=O (DMF). Run in C(Cl)Cl (CH2Cl2). Run at temperature 60 celsius. Product: N(=[N+]=[N-])CCCCCCC(=O)O (7-Azidoheptanoic Acid). Reaction SMILES: Br[CH2:2][CH2:3][CH2:4][CH2:5][CH2:6][CH2:7][C:8]([OH:10])=[O:9].CN(C=O)C.[N-:16]=[N+:17]=[N-:18].[Na+]>C(Cl)Cl>[N:16]([CH2:2][CH2:3][CH2:4][CH2:5][CH2:6][CH2:7][C:8]([OH:10])=[O:9])=[N+:17]=[N-:18] |f:2.3|. Procedure: 7-azidoheptanoic acid (64) was synthesized from 7-bromoheptanoic acid 63 as shown above. To 914 mg of 7-bromoheptanoic acid (63) (commercially available from Matrix Scientific, Columbia, S.C.) (4.4 mmol) was added 15 mL anhydrous DMF. To the stirring solution was added 914 mg NaN3 (14 mmol, 3.2 eq) at room temperature. The clear solution was warmed to 60° C. for a period of 6 h. The solution was then cooled to room temperature and diluted with 50 mL CH2Cl2. The organic layer was washed with cold... Reactants: N#CCBr, C1CN2CCN1CC2, CC#N. Product: [Br-], N#CC[N+]12CCN(CC1)CC2. RXN SMILES: [Br:9][CH2:10][C:11]#[N:12].[CH2:1]1[CH2:2][N:3]2[CH2:4][CH2:5][N:6]1[CH2:7][CH2:8]2.[CH3:13][C:14]#[N:15]>>[Br-:9].[CH2:1]1[CH2:2][N+:3]2([CH2:10][C:11]#[N:12])[CH2:4][CH2:5][N:6]1[CH2:7][CH2:8]2. The reactants are E1, ClC=1C=C2N(C(N1)=O)CC(N2CC)(C)C (7-chloro-1-ethyl-2,2-dimethyl-2,3-dihydroimidazo[1,2-c]pyrimidin-5(1H)-one), FC=1C=C(C=C(C1)F)CO ((3,5-difluorophenyl)methanol). Yields the product FC=1C=C(COC=2C=C3N(C(N2)=O)CC(N3CC)(C)C)C=C(C1)F (7-((3,5-difluorobenzyl)oxy)-1-ethyl-2,2-dimethyl-2,3-dihydroimidazo[1,2-c]pyrimidin-5(1H)-one). RXN SMILES: Cl[C:2]1[CH:3]=[C:4]2[N:11]([CH2:12][CH3:13])[C:10]([CH3:15])([CH3:14])[CH2:9][N:5]2[C:6](=[O:8])[N:7]=1.[F:16][C:17]1[CH:18]=[C:19]([CH2:24][OH:25])[CH:20]=[C:21]([F:23])[CH:22]=1>>[F:16][C:17]1[CH:18]=[C:19]([CH:20]=[C:21]([F:23])[CH:22]=1)[CH2:24][O:25][C:2]1[CH:3]=[C:4]2[N:11]([CH2:12][CH3:13])[C:10]([CH3:15])([CH3:14])[CH2:9][N:5]2[C:6](=[O:8])[N:7]=1. Procedure: The title compound was prepared by a procedure similar to that described for E1 starting from 7-chloro-1-ethyl-2,2-dimethyl-2,3-dihydroimidazo[1,2-c]pyrimidin-5(1H)-one and (3,5-difluorophenyl)methanol. Reactants: CC(=O)O, O=[N+]([O-])c1cc(N=c2sc(=S)n3n2CCCC3)c(F)cc1Cl, [Fe]. Yields the product Nc1cc(N=c2sc(=S)n3n2CCCC3)c(F)cc1Cl. RXN SMILES: [CH3:23][C:24](=[O:25])[OH:26].[Cl:1][c:2]1[cH:3][c:4]([F:22])[c:5]([N:11]=[c:12]2[s:13][c:14](=[S:21])[n:15]3[n:20]2[CH2:19][CH2:18][CH2:17][CH2:16]3)[cH:6][c:7]1[N+:8]([O-:9])=[O:10].[Fe:27]>>[Cl:1][c:2]1[cH:3][c:4]([F:22])[c:5]([N:11]=[c:12]2[s:13][c:14](=[S:21])[n:15]3[n:20]2[CH2:19][CH2:18][CH2:17][CH2:16]3)[cH:6][c:7]1[NH2:8]. Reaction SMILES: C(O[C:5](=[O:7])[CH3:6])(=O)C.[F:8][C:9]1[CH:10]=[C:11]([C@@H:16]2[CH2:18][C@H:17]2[NH2:19])[CH:12]=[CH:13][C:14]=1[F:15].OC(C(O)C([O-])=O)C([O-])=O.C(=O)([O-])[O-].[K+].[K+].[Cl-].[NH4+]>O1CCCC1>[F:8][C:9]1[CH:10]=[C:11]([C@@H:16]2[CH2:18][C@H:17]2[NH:19][C:5](=[O:7])[CH3:6])[CH:12]=[CH:13][C:14]=1[F:15] |f:3.4.5,6.7|. Reactants: [Cl-].[NH4+] (ammonium chloride), C(C)(=O)OC(C)=O (Acetic anhydride), FC=1C=C(C=CC1F)[C@H]1[C@@H](C1)N ((1R-trans)-2-(3,4-difluorophenyl)cyclopropanamine), OC(C(=O)[O-])C(C(=O)[O-])O (2,3-dihydroxybutanedioate), C([O-])([O-])=O.[K+].[K+] (potassium carbonate). Procedure: Acetic anhydride (0.31 ml) was added to a suspension of (1R-trans)-2-(3,4-difluorophenyl)cyclopropanamine, (R-(R*,R*)]-2,3-dihydroxybutanedioate (1:1) (prepared as described in International Patent Application WO 9905143) (700 mg) and potassium carbonate (1.0 g) in tetrahydrofuran (20 ml) and stirred for 20 h. Saturated ammonium chloride solution was added and the mixture was extracted with ether and the organic layers were dried (MgSO4) and evaporated to afford the sub-title compound (470 mg). Yields the product FC=1C=C(C=CC1F)[C@H]1[C@@H](C1)NC(C)=O ((1R-trans)-N-[2-(3,4-Difluorophenyl)cyclopropyl]acetamide). The solvent is O1CCCC1 (tetrahydrofuran).